Dataset: the Open Reaction Database (ORD), a public repository of structured organic reaction records. Task: describe an organic reaction: reactants, conditions, products, and yield Product: C=Cc1c(NC(C(=O)NNC(=O)c2ccc(C#N)cc2)C(C)O)ccc(C#N)c1Cl. Starting materials: N#Cc1ccc(C(=O)NN)cc1, C1CCOC1, CCN=C=NCCCN(C)C, C=Cc1c(NC(C(=O)O)C(C)O)ccc(C#N)c1Cl, Cl, Oc1cccc2[nH]nnc12. RXN SMILES: [C:20](#[N:21])[c:22]1[cH:23][cH:24][c:25]([C:26](=[O:27])[NH:28][NH2:29])[cH:30][cH:31]1.[CH2:54]1[O:55][CH2:56][CH2:57][CH2:58]1.[CH3:43][N:44]([CH3:45])[CH2:46][CH2:47][CH2:48][N:49]=[C:50]=[N:51][CH2:52][CH3:53].[Cl:1][c:2]1[c:3]([CH:18]=[CH2:19])[c:4]([NH:10][CH:11]([C:12](=[O:13])[OH:14])[CH:15]([CH3:16])[OH:17])[cH:5][cH:6][c:7]1[C:8]#[N:9].[ClH:42].[OH:32][c:33]1[c:34]2[n:35][n:36][nH:37][c:38]2[cH:39][cH:40][cH:41]1>>[Cl:1][c:2]1[c:3]([CH:18]=[CH2:19])[c:4]([NH:10][CH:11]([C:12](=[O:14])[NH:29][NH:28][C:26]([c:25]2[cH:24][cH:23][c:22]([C:20]#[N:21])[cH:31][cH:30]2)=[O:27])[CH:15]([CH3:16])[OH:17])[cH:5][cH:6][c:7]1[C:8]#[N:9]. Reactants: C(C)OC(C1=C(N=CC=C1)C)=O (2-methyl-nicotinic acid ethyl ester), COC(N(C)C)OC (N,N-dimethylformamide dimethyl acetal). Solvent: C(Cl)Cl (methylene chloride), CN(C)C=O (DMF). Conditions: temperature 0 celsius, time 15 minute. Yields the product C(C)OC(=O)C=1C=2N(C=CC1)N=CC2 (Pyrazolo[1,5-a]pyridine-4-carboxylic acid ethyl ester). Isolated yield 74.4%. As a reaction SMILES: [CH2:1]([O:3][C:4](=[O:12])[C:5]1[CH:10]=[CH:9][CH:8]=[N:7][C:6]=1[CH3:11])[CH3:2].CO[CH:15](OC)[N:16](C)C>C(Cl)Cl.CN(C=O)C>[CH2:1]([O:3][C:4]([C:5]1[C:6]2[N:7]([N:16]=[CH:15][CH:11]=2)[CH:8]=[CH:9][CH:10]=1)=[O:12])[CH3:2]. Procedure details: To a clear solution of 2-methyl-nicotinic acid ethyl ester (50.6 g, 306 mmol) in anhydrous methylene chloride (200 mL) was added Omesitylenesulfonylhydroxylamine (73 g, 337 mmol; prepared according to a literature procedure described in Krause; J. G., Synthesis 1972, 140); in portions at 0° C. The solution obtained was stirred at 0° C. for 15 min, and then at rt for 1 h. Concentration under reduced pressure gave a yellow solid. After the solid was dissolved in anhydrous DMF (300 mL), N,N-dimethy... The reactants are C(C1=CC=C(C=C1)OC)(=O)O (p-anisic acid), O=S(Cl)Cl (SOCl2). Reaction conditions: time 8 hour. Yields the product C(C1=CC=C(C=C1)OC)(=O)Cl (p-anisoyl chloride). Reaction SMILES: [C:1]([OH:11])(=O)[C:2]1[CH:7]=[CH:6][C:5]([O:8][CH3:9])=[CH:4][CH:3]=1.O=S(Cl)[Cl:14]>>[C:1]([Cl:14])(=[O:11])[C:2]1[CH:7]=[CH:6][C:5]([O:8][CH3:9])=[CH:4][CH:3]=1. Procedure: Add p-anisic acid (77 g, 0.55 mol) to 100 mL SOCl2 and stir overnight at room temperature. Evaporate the excess SOCl2 to give p-anisoyl chloride. Add (2R,3R)-(+)-tartaric acid (25 g, 166 mmol) and stir the mixture and heat at 170° C. for an hour. Allow the mixture to cool to 100° C. and add 200 mL toluene. Cool the mixture to room temperature and add another 100 mL toluene. Collect the precipitate, rinse with toluene and dry. Reflux the crude product in a mixture of 300 mL acetone and 20 mL wate... Yields the product COC(=O)c1cccc2c1Oc1ccccc1N2. As a reaction SMILES: [C:28]([O:29][CH2:30][CH3:31])(=[O:32])[CH3:33].[CH3:34][CH2:35][CH2:36][CH2:37][CH2:38][CH3:39].[CH3:40][C:41](=[O:42])[OH:43].[ClH:27].[Zn:44].[c:1]1([CH:2]([CH3:3])[N:9]2[c:10]3[cH:11][cH:12][cH:13][cH:14][c:15]3[O:16][c:17]3[c:18]([C:23](=[O:24])[O:25][CH3:26])[cH:19][cH:20][cH:21][c:22]32)[cH:4][cH:5][cH:6][cH:7][cH:8]1>>[NH:9]1[c:10]2[cH:11][cH:12][cH:13][cH:14][c:15]2[O:16][c:17]2[c:18]([C:23](=[O:24])[O:25][CH3:26])[cH:19][cH:20][cH:21][c:22]21. Starting materials: CCOC(C)=O, CCCCCC, CC(=O)O, Cl, [Zn], COC(=O)c1cccc2c1Oc1ccccc1N2C(C)c1ccccc1. The reactants are CCOC(=O)CC(C)c1ccc2c(c1)CCNC2C(=O)Cc1cc(C)c2nc(Nc3ccccc3C)oc2c1, CCO, [Na+], [OH-]. Product: Cc1ccccc1Nc1nc2c(C)cc(CC(=O)C3NCCc4cc(C(C)CC(=O)O)ccc43)cc2o1. RXN SMILES: [CH2:1]([CH3:2])[O:3][C:4]([CH2:5][CH:6]([CH3:7])[c:8]1[cH:9][c:10]2[c:15]([cH:16][cH:17]1)[CH:14]([C:18]([CH2:19][c:20]1[cH:21][c:22]3[c:23]([n:24][c:25]([NH:27][c:28]4[c:29]([CH3:34])[cH:30][cH:31][cH:32][cH:33]4)[o:26]3)[c:35]([CH3:37])[cH:36]1)=[O:38])[NH:13][CH2:12][CH2:11]2)=[O:39].[CH3:42][CH2:43][OH:44].[Na+:41].[OH-:40]>>[O:3]=[C:4]([CH2:5][CH:6]([CH3:7])[c:8]1[cH:9][c:10]2[c:15]([cH:16][cH:17]1)[CH:14]([C:18]([CH2:19][c:20]1[cH:21][c:22]3[c:23]([n:24][c:25]([NH:27][c:28]4[c:29]([CH3:34])[cH:30][cH:31][cH:32][cH:33]4)[o:26]3)[c:35]([CH3:37])[cH:36]1)=[O:38])[NH:13][CH2:12][CH2:11]2)[OH:39].